From a dataset of the Open Reaction Database (ORD), a public repository of structured organic reaction records. describe an organic reaction: reactants, conditions, products, and yield Reactants: FC(C1=CC=C(C(=O)C2=CC=C(CBr)C=C2)C=C1)(F)F (4-(4-trifluoromethylbenzoyl)benzyl bromide), CN1N=CC2=C(C1=O)C=CN2 (5-methyl-1H-pyrrolo[2,3-d]pyridazin-4(5H)-one), [H-].[Na+] (sodium hydride), O (water). Solvent: CN(C)C=O (DMF), CN(C)C=O (DMF), CN(C)C=O (DMF). Run at time 1 hour. Product: CN1N=CC2=C(C1=O)C=CN2CC2=CC=C(C=C2)C(C2=CC=C(C=C2)C(F)(F)F)=O (5-Methyl-1-[4-(4-trifluoromethylbenzoyl)benzyl]-1H-pyrrolo [2,3-d]pyridazin-4(5H)-one). Yield: 53.0%. RXN SMILES: [CH3:1][N:2]1[C:7](=[O:8])[C:6]2[CH:9]=[CH:10][NH:11][C:5]=2[CH:4]=[N:3]1.[H-].[Na+].[F:14][C:15]([F:33])([F:32])[C:16]1[CH:31]=[CH:30][C:19]([C:20]([C:22]2[CH:29]=[CH:28][C:25]([CH2:26]Br)=[CH:24][CH:23]=2)=[O:21])=[CH:18][CH:17]=1.O>CN(C=O)C>[CH3:1][N:2]1[C:7](=[O:8])[C:6]2[CH:9]=[CH:10][N:11]([CH2:26][C:25]3[CH:28]=[CH:29][C:22]([C:20](=[O:21])[C:19]4[CH:30]=[CH:31][C:16]([C:15]([F:14])([F:32])[F:33])=[CH:17][CH:18]=4)=[CH:23][CH:24]=3)[C:5]=2[CH:4]=[N:3]1 |f:1.2|. Reported procedure: A solution of 5-methyl-1H-pyrrolo[2,3-d]pyridazin-4(5H)-one (298 mg) in DMF (10 ml) was dripped into a suspension of 60% sodium hydride-oil (96 mg) in DMF (8 ml) on an ice-water bath. The mixture was stirred at room temperature for 1 hour, after which a solution of 4-(4-trifluoromethylbenzoyl)benzyl bromide (755 mg) in DMF (15 ml) was added and the mixture was further stirred at room temperature for 3 hours. The reaction was stopped by adding water and the reaction mixture was extracted with eth...